Dataset: the Open Reaction Database (ORD), a public repository of structured organic reaction records. Task: describe an organic reaction: reactants, conditions, products, and yield The reactants are [N+](=O)([O-])C=1C(=NC=CC1)Cl (3-nitro-2-chloropyridine), SCC(=O)OCC (ethyl mercaptoacetate), C([O-])(O)=O.[Na+] (sodium bicarbonate). Run in C(C)O (ethanol). The product is C(C)C1=NC=CC=C1[N+](=O)[O-].SCC(=O)[O-] (ethyl 3-nitropyridine 2-mercaptoacetate). The yield is 127.4%. Reaction SMILES: [N+:1]([C:4]1[C:5](Cl)=[N:6][CH:7]=[CH:8][CH:9]=1)([O-:3])=[O:2].[SH:11][CH2:12][C:13]([O:15]CC)=[O:14].C(=O)(O)[O-].[Na+]>C(O)C>[CH2:12]([C:5]1[C:4]([N+:1]([O-:3])=[O:2])=[CH:9][CH:8]=[CH:7][N:6]=1)[CH3:13].[SH:11][CH2:12][C:13]([O-:15])=[O:14] |f:2.3,5.6|. Procedure details: A solution of 50 g of 3-nitro-2-chloropyridine and 38 g of ethyl mercaptoacetate in 400 ml of ethanol containing 30 g of sodium bicarbonate is heated under reflux for 7 hours. The solution is subsequently concentrated in vacuo and then, after cooling, the residue is treated with water and ice and extracted with ether. The ether phase is washed with water and dried, the solvent is evaporated off and a residue is recovered which crystallizes from isopropyl ether. The crystals are filtered off and ... Starting materials: 19, ClC1=NC=CC=C1[N+](=O)[O-] (2-chloro-3-nitropyridine), C(C)OCCN (2-ethoxyethanamine), C(O)([O-])=O.[Na+] (sodium hydrogen carbonate). Solvent: C(C)O (ethanol). Run at time 6 hour. The product is 25.5, C(C)OCCNC1=NC=CC=C1[N+](=O)[O-] (N-(2-ethoxyethyl)-3-nitro-2-pyridinamine). The yield is 100.0%. Reaction SMILES: Cl[C:2]1[C:7]([N+:8]([O-:10])=[O:9])=[CH:6][CH:5]=[CH:4][N:3]=1.[CH2:11]([O:13][CH2:14][CH2:15][NH2:16])[CH3:12].C(=O)([O-])O.[Na+]>C(O)C>[CH2:11]([O:13][CH2:14][CH2:15][NH:16][C:2]1[C:7]([N+:8]([O-:10])=[O:9])=[CH:6][CH:5]=[CH:4][N:3]=1)[CH3:12] |f:2.3|. Procedure: A mixture of 19 parts of 2-chloro-3-nitropyridine, 13.5 parts of 2-ethoxyethanamine, 13 parts of sodium hydrogen carbonate and 240 parts of ethanol was stirred for 6 hours at reflux temperature. After cooling, the mixture was filtered over diatomaceous earth and the filtrate was evaporated, yielding 25.5 parts (100%) of N-(2-ethoxyethyl)-3-nitro-2-pyridinamine as a residue (interm. 8). The reactants are CC(=O)OCc1c(C(C)=O)[n+]([O-])c2ccccc2[n+]1[O-], ClCCl, Cl, [Na+], [OH-]. The product is CC1(O)OCc2c1[n+]([O-])c1ccccc1[n+]2[O-]. Reaction SMILES: [C:1](=[O:2])([CH3:3])[c:4]1[n+:5]([O-:20])[c:6]2[cH:7][cH:8][cH:9][cH:10][c:11]2[n+:12]([O-:19])[c:13]1[CH2:14][O:15][C:16]([CH3:17])=[O:18].[CH2:21]([Cl:22])[Cl:23].[ClH:26].[Na+:25].[OH-:24]>>[c:4]12[n+:5]([O-:20])[c:6]3[cH:7][cH:8][cH:9][cH:10][c:11]3[n+:12]([O-:19])[c:13]1[CH2:14][O:15][C:16]2([CH3:17])[OH:18]. The reactants are C[O-].[Na+] (sodium methoxide), [Cl-].FC1=C(CN2N=C(C3=CC=CC=C23)C(=[NH2+])N)C=CC=C1 (1-(2-fluorobenzyl)indazol-3-amidinium chloride), C1(CC1)C(C#N)=CN(C)C (2-Cyclopropyl-3-dimethylaminoacrylonitrile). The solvent is CO (methanol). Reaction conditions: time 5 minute. The product is NC1=NC(=NC=C1C1CC1)C1=NN(C2=CC=CC=C12)CC1=C(C=CC=C1)F (3-(4-Amino-5-cyclopropyl-2-pyrimidyl)-1-(2-fluorobenzyl)indazole). Reaction SMILES: C[O-].[Na+].[Cl-].[F:5][C:6]1[CH:24]=[CH:23][CH:22]=[CH:21][C:7]=1[CH2:8][N:9]1[C:17]2[C:12](=[CH:13][CH:14]=[CH:15][CH:16]=2)[C:11]([C:18]([NH2:20])=[NH2+:19])=[N:10]1.[CH:25]1([C:28](=[CH:31]N(C)C)[C:29]#[N:30])[CH2:27][CH2:26]1>CO>[NH2:30][C:29]1[C:28]([CH:25]2[CH2:27][CH2:26]2)=[CH:31][N:20]=[C:18]([C:11]2[C:12]3[C:17](=[CH:16][CH:15]=[CH:14][CH:13]=3)[N:9]([CH2:8][C:7]3[CH:21]=[CH:22][CH:23]=[CH:24][C:6]=3[F:5])[N:10]=2)[N:19]=1 |f:0.1,2.3|. Procedure details: Under argon 1.08 g (6.00 mmol) of a solution of sodium methoxide (30 per cent in methanol) were admixed with 15 ml of abs. methanol and 1.83 g (6.00 mmol) of 1-(2-fluorobenzyl)indazol-3-amidinium chloride from Example X. The mixture was stirred at room temperature for 5 minutes, after which 816 mg (6.00 mmol) of 2-cyclopropyl-3-dimethylaminoacrylonitrile from Example II were added, and the mixture was heated under reflux overnight. After cooling to room temperature, the precipitate was filtered ... Reactants: C1CCOC1, COC(=O)CC(Cc1cc(F)c(F)cc1F)NC(=O)OC(C)(C)C, [Li+], [Na+], O=C([O-])O, [OH-], O, O. The product is CC(C)(C)OC(=O)NC(CC(=O)O)Cc1cc(F)c(F)cc1F. As a reaction SMILES: [CH2:33]1[O:34][CH2:35][CH2:36][CH2:37]1.[CH3:1][O:2][C:3]([CH2:4][CH:5]([CH2:6][c:7]1[c:8]([F:15])[cH:9][c:10]([F:14])[c:11]([F:13])[cH:12]1)[NH:16][C:17](=[O:18])[O:19][C:20]([CH3:21])([CH3:22])[CH3:23])=[O:24].[Li+:26].[Na+:32].[O-:28][C:29]([OH:30])=[O:31].[OH-:25].[OH2:27].[OH2:38]>>[O:2]=[C:3]([CH2:4][CH:5]([CH2:6][c:7]1[c:8]([F:15])[cH:9][c:10]([F:14])[c:11]([F:13])[cH:12]1)[NH:16][C:17](=[O:18])[O:19][C:20]([CH3:21])([CH3:22])[CH3:23])[OH:24]. The reactants are CO (methanol), stainless steel, C([O-])(O)=O.[Cs+] (cesium bicarbonate), C(=O)=O (CO2), CO (methanol). The reagents and catalysts are [Cu].[Cr](=O)([O-])[O-] (copper chromite), [Cu] (copper), [Cr] (chromium). Solvent: O (H2O). The product is C(=O)=O (CO2), C(=O)OC (methyl formate), COC (dimethyl ether). Isolated yield 0.1%. As a reaction SMILES: [C:1](=[O:3])=[O:2].[C:4](=[O:7])(O)[O-:5].[Cs+].[CH3:9][OH:10]>[Cu].[Cr]([O-])([O-])=O.[Cu].[Cr].O>[C:1](=[O:3])=[O:2].[CH:9]([O:5][CH3:4])=[O:10].[CH3:1][O:7][CH3:4] |f:1.2,4.5|. Procedure: Synthesis gas having an inlet composition of 66.6% H2, 33.3% CO and 0.1% CO2 was fed to a 300 cc. stainless steel autoclave charged with 3 gms. copper-chromite (containing 31.1% copper and 29% chromium , 1.67 gms. cesium bicarbonate and 150 cc. methanol, reduced in situ using a stream of pure H2 flowing at 25 cc/min. for 16 hours at 170° C. Both catalysts were added separately in the powder form. The reactor was pressurized to 910 psig. and the temperature was adjusted to 150° C. Synthesis gas a...